This data is from the Open Reaction Database (ORD), a public repository of structured organic reaction records. The task is: describe an organic reaction: reactants, conditions, products, and yield Reactants: FC1=C(C(=O)NS(=O)(=O)C)C=C(C(=C1)F)F (2,4,5-trifluoro-N-(methylsulfonyl)benzamide), ClC=1C(=CC(=C(C(=O)NS(=O)(=O)C)C1)F)F (5-chloro-2,4-difluoro-N-(methylsulfonyl)-benzamide), C1(CC1)CCO (2-cyclopropylethanol), CC1([C@H]2CC[C@@H]([C@@H]1C2)CO)C (((1S,2S,5S)-6,6-dimethylbicyclo[3.1.1]-heptan-2-yl)methanol). Product: ClC=1C(=CC(=C(C(=O)NS(=O)(=O)C)C1)F)OC[C@@H]1[C@H]2C([C@@H](CC1)C2)(C)C (5-chloro-4-(((1S,2S,5S)-6,6-dimethylbicyclo[3.1.1]heptan-2-yl)methoxy)-2-fluoro-N-(methylsulfonyl)benzamide), solid. The yield is 2.0%. RXN SMILES: C1(CCO)CC1.[CH3:7][C:8]1([CH3:17])[C@H:13]2[CH2:14][C@@H:9]1[CH2:10][CH2:11][C@@H:12]2[CH2:15][OH:16].FC1C=C(F)C(F)=CC=1C(NS(C)(=O)=O)=O.[Cl:34][C:35]1[C:36](F)=[CH:37][C:38]([F:48])=[C:39]([CH:47]=1)[C:40]([NH:42][S:43]([CH3:46])(=[O:45])=[O:44])=[O:41]>>[Cl:34][C:35]1[C:36]([O:16][CH2:15][C@H:12]2[CH2:11][CH2:10][C@H:9]3[CH2:14][C@@H:13]2[C:8]3([CH3:17])[CH3:7])=[CH:37][C:38]([F:48])=[C:39]([CH:47]=1)[C:40]([NH:42][S:43]([CH3:46])(=[O:44])=[O:45])=[O:41]. Procedure: Following the procedure as described in Example 1 and making variations as required to replace 2-cyclopropylethanol with ((1S,2S,5S)-6,6-dimethylbicyclo[3.1.1]-heptan-2-yl)methanol and 2,4,5-trifluoro-N-(methylsulfonyl)benzamide with 5-chloro-2,4-difluoro-N-(methylsulfonyl)-benzamide, the title compound was obtained as a colorless solid (0.03 g, 2%): 1H NMR (300 MHz, DMSO-d6) δ 12.10 (s, 1H), 7.76 (d, J=7.4 Hz, 1H), 7.25 (d, J=12.5 Hz, 1H), 3.96 (d, J=6.8 Hz, 2H), 3.35 (s, 3H), 2.47-2.37 (m, 1H)... The reactants are N(=NC(=O)OCC)C(=O)OCC (diethyl azodicarboxylate), FC(C=1C=C(C=CC1)S(=O)(=O)N1CCC(CC1)O)(F)F (1-(3-(trifluoromethyl)phenylsulfonyl)piperidin-4-ol), ON1C(C2=CC=CC=C2C1=O)=O (2-hydroxyisoindoline-1,3-dione), C1(=CC=CC=C1)P(C1=CC=CC=C1)C1=CC=CC=C1 (triphenylphosphine). Run in O1CCCC1 (tetrahydrofuran), O1CCCC1 (tetrahydrofuran). Reaction conditions: time 17 hour. Yields the product FC(C=1C=C(C=CC1)S(=O)(=O)N1CCC(CC1)ON1C(C2=CC=CC=C2C1=O)=O)(F)F (2-(1-(3-(trifluoromethyl)phenylsulfonyl)piperidin-4-yloxy)isoindoline-1,3-dione). The yield is 73.8%. As a reaction SMILES: N(C(OCC)=O)=NC(OCC)=O.[F:13][C:14]([F:32])([F:31])[C:15]1[CH:16]=[C:17]([S:21]([N:24]2[CH2:29][CH2:28][CH:27]([OH:30])[CH2:26][CH2:25]2)(=[O:23])=[O:22])[CH:18]=[CH:19][CH:20]=1.O[N:34]1[C:42](=[O:43])[C:41]2[C:36](=[CH:37][CH:38]=[CH:39][CH:40]=2)[C:35]1=[O:44].C1(P(C2C=CC=CC=2)C2C=CC=CC=2)C=CC=CC=1>O1CCCC1>[F:32][C:14]([F:13])([F:31])[C:15]1[CH:16]=[C:17]([S:21]([N:24]2[CH2:25][CH2:26][CH:27]([O:30][N:34]3[C:42](=[O:43])[C:41]4[C:36](=[CH:37][CH:38]=[CH:39][CH:40]=4)[C:35]3=[O:44])[CH2:28][CH2:29]2)(=[O:23])=[O:22])[CH:18]=[CH:19][CH:20]=1. Procedure details: A solution of diethyl azodicarboxylate (1.10 g, 6.32 mmol) in tetrahydrofuran (5 ml) was added dropwise to a mixture of 1-(3-(trifluoromethyl)phenylsulfonyl)piperidin-4-ol (0.94 g, 3.04 mmol), 2-hydroxyisoindoline-1,3-dione (0.50 g, 3.07 mmol) and triphenylphosphine (1.65 g, 6.30 mmol) in tetrahydrofuran (10 ml) at 0° C. The reaction mixture was stirred at room temperature for 17 hours and concentrated in vacuo. The residue was purified by column chromatography (ethyl acetate/petroleum ether: 25... Reactants: CCCN, CS(C)=O, O=[N+]([O-])c1ccc(F)c(-c2nc3cc4ccccc4cc3o2)c1. The product is CCCNc1ccc([N+](=O)[O-])cc1-c1nc2cc3ccccc3cc2o1. As a reaction SMILES: [CH3:24][CH2:25][CH2:26][NH2:27].[CH3:28][S:29]([CH3:30])=[O:31].[N+:1](=[O:2])([O-:3])[c:4]1[cH:5][c:6](-[c:11]2[o:12][c:13]3[c:14]([n:15]2)[cH:16][c:17]2[cH:18][cH:19][cH:20][cH:21][c:22]2[cH:23]3)[c:7]([F:10])[cH:8][cH:9]1>>[N+:1](=[O:2])([O-:3])[c:4]1[cH:5][c:6](-[c:11]2[o:12][c:13]3[c:14]([n:15]2)[cH:16][c:17]2[cH:18][cH:19][cH:20][cH:21][c:22]2[cH:23]3)[c:7]([NH:27][CH2:26][CH2:25][CH3:24])[cH:8][cH:9]1. Starting materials: COC(=O)CBr, CC(C)(C)OC(=O)Nc1ccc(F)c(F)c1, CC(C)(C)[O-], [K+], C1CCOC1. Yields the product COC(=O)CN(C(=O)OC(C)(C)C)c1ccc(F)c(F)c1. As a reaction SMILES: [Br:23][CH2:24][C:25](=[O:26])[O:27][CH3:28].[C:1]([CH3:2])([CH3:3])([CH3:4])[O:5][C:6]([NH:7][c:8]1[cH:9][c:10]([F:15])[c:11]([F:14])[cH:12][cH:13]1)=[O:16].[CH3:17][C:18]([CH3:19])([O-:20])[CH3:21].[K+:22].[O:29]1[CH2:30][CH2:31][CH2:32][CH2:33]1>>[C:1]([CH3:2])([CH3:3])([CH3:4])[O:5][C:6]([N:7]([c:8]1[cH:9][c:10]([F:15])[c:11]([F:14])[cH:12][cH:13]1)[CH2:24][C:25](=[O:26])[O:27][CH3:28])=[O:16]. Starting materials: CN1CCNC1=S, CO, [I-], I, [K+], O, c1ccc2[nH]ccc2c1. The product is I, CN1CCN=C1Sc1c[nH]c2ccccc12. RXN SMILES: [CH3:10][N:11]1[C:12](=[S:16])[NH:13][CH2:14][CH2:15]1.[CH3:20][OH:21].[I-:19].[I:17].[K+:18].[OH2:22].[nH:1]1[cH:2][cH:3][c:4]2[cH:5][cH:6][cH:7][cH:8][c:9]12>>[IH:19].[nH:1]1[cH:2][c:3]([S:16][C:12]2=[N:13][CH2:14][CH2:15][N:11]2[CH3:10])[c:4]2[cH:5][cH:6][cH:7][cH:8][c:9]12. The reactants are FC=1C=C(C=CC1F)C1(CCCCC1)/C=C/C1=NC(=NO1)C1=CC=C(CN2CC(C2)C(=O)OC(C)(C)C)C=C1 ((E)-tert-butyl 1-(4-(5-(2-(1-(3,4-difluorophenyl)cyclohexyl)vinyl)-1,2,4-oxadiazol-3-yl)benzyl)azetidine-3-carboxylate), C(=O)(C(F)(F)F)O (TFA). Conditions: time 30 minute. Yields the product FC=1C=C(C=CC1F)C1(CCCCC1)/C=C/C1=NC(=NO1)C1=CC=C(CN2CC(C2)C(=O)O)C=C1 ((E)-1-(4-(5-(2-(1-(3,4-difluorophenyl)cyclohexyl)vinyl)-1,2,4-oxadiazol-3-yl)benzyl) azetidine-3-carboxylic acid), solid. The yield is 54.3%. Reaction SMILES: [F:1][C:2]1[CH:3]=[C:4]([C:9]2(/[CH:15]=[CH:16]/[C:17]3[O:21][N:20]=[C:19]([C:22]4[CH:39]=[CH:38][C:25]([CH2:26][N:27]5[CH2:30][CH:29]([C:31]([O:33]C(C)(C)C)=[O:32])[CH2:28]5)=[CH:24][CH:23]=4)[N:18]=3)[CH2:14][CH2:13][CH2:12][CH2:11][CH2:10]2)[CH:5]=[CH:6][C:7]=1[F:8].C(O)(C(F)(F)F)=O>>[F:1][C:2]1[CH:3]=[C:4]([C:9]2(/[CH:15]=[CH:16]/[C:17]3[O:21][N:20]=[C:19]([C:22]4[CH:23]=[CH:24][C:25]([CH2:26][N:27]5[CH2:30][CH:29]([C:31]([OH:33])=[O:32])[CH2:28]5)=[CH:38][CH:39]=4)[N:18]=3)[CH2:10][CH2:11][CH2:12][CH2:13][CH2:14]2)[CH:5]=[CH:6][C:7]=1[F:8]. Reported procedure: (E)-tert-butyl 1-(4-(5-(2-(1-(3,4-difluorophenyl)cyclohexyl)vinyl)-1,2,4-oxadiazol-3-yl)benzyl)azetidine-3-carboxylate (59 mg, 0.110 mmol) was dissolved in TFA (2 mL, 26.0 mmol), and the mixture was stirred for 30 mins at room temp. The acid was evaporated off, and the residue was dissolved in 2 mL of DMF and was purified by preparative LC/MS with the following conditions: Column: Waters SunFire C18, 19×250 mm, 5-μm particles; Guard Column: Waters XBridge C18, 19×10 mm, 5-μm particles; Mobile Ph... Reactants: [OH-].[Na+] (NaOH), Cl.C(C1=CC=CC=C1)(=N)N (benzamidine hydrochloride), CC(C(C)=O)=O (2,3-butanedione), [OH-].[Na+] (NaOH), KHCO3. The solvent is O (water), O (water). Run at time 2 hour. Yields the product CC1=C(N=C(N1)C1=CC=CC=C1)CO (5-Methyl-2-phenyl-4-imidazolemethanol). Reaction SMILES: Cl.[C:2]([NH2:10])(=[NH:9])[C:3]1[CH:8]=[CH:7][CH:6]=[CH:5][CH:4]=1.[CH3:11][C:12](=O)[C:13](=O)[CH3:14].[OH-:17].[Na+]>O>[CH3:11][C:12]1[NH:10][C:2]([C:3]2[CH:8]=[CH:7][CH:6]=[CH:5][CH:4]=2)=[N:9][C:13]=1[CH2:14][OH:17] |f:0.1,3.4|. Procedure details: A 100 gm. portion of benzamidine hydrochloride is dissolved in a minimum of water (350 ml.) at room temperature. A 67 gm. portion of freshly distilled 2,3-butanedione is added giving a yellow solution. Adjusting the pH to 6-7 with 2N NaOH gives a solid which is allowed to stand at 0° C. for 2 hours, collected, pressed dry and then washed with 100 ml. of acetone. This material is heated with stirring on a steam bath with 855 ml. of concentrated HCl and 2437 ml. of water for 4 hours giving a solut...